From a dataset of the Open Reaction Database (ORD), a public repository of structured organic reaction records. describe an organic reaction: reactants, conditions, products, and yield Starting materials: C(C1=CC=CC=C1)N (benzylamine), ClC=1C2=C(N=C(N1)C1=CC=NC=C1)SC(=C2C)C (4-chloro-2-(pyridin-4-yl)-5,6-dimethyl-thieno-[2,3-d]-pyrimidine). Product: N1=CC=C(C=C1)C=1N=C(C2=C(N1)SC(=C2C)C)NCC2=CC=CC=C2 (2-(pyridin-4-yl)-4-benzylamino-5,6-dimethyl-thieno-[2,3-d]-pyrimidine). Reaction SMILES: [CH2:1]([NH2:8])[C:2]1[CH:7]=[CH:6][CH:5]=[CH:4][CH:3]=1.Cl[C:10]1[C:11]2[C:24]([CH3:25])=[C:23]([CH3:26])[S:22][C:12]=2[N:13]=[C:14]([C:16]2[CH:21]=[CH:20][N:19]=[CH:18][CH:17]=2)[N:15]=1>>[N:19]1[CH:18]=[CH:17][C:16]([C:14]2[N:15]=[C:10]([NH:8][CH2:1][C:2]3[CH:7]=[CH:6][CH:5]=[CH:4][CH:3]=3)[C:11]3[C:24]([CH3:25])=[C:23]([CH3:26])[S:22][C:12]=3[N:13]=2)=[CH:21][CH:20]=1. Procedure: With the procedure of Example 1, the reaction of benzylamine with 4-chloro-2-(pyridin-4-yl)-5,6-dimethyl-thieno-[2,3-d]-pyrimidine yields 2-(pyridin-4-yl)-4-benzylamino-5,6-dimethyl-thieno-[2,3-d]-pyrimidine.